Task: describe an organic reaction: reactants, conditions, products, and yield. Dataset: the Open Reaction Database (ORD), a public repository of structured organic reaction records Starting materials: NC1=NC=C(N=C1C(=O)N1CCCC1)Cl (2-Amino-5-chloropyrazine-3-carboxylic acid pyrrolidide), above-named product, C1(=CC=CC=C1)[Mg]Br (phenylmagnesium bromide), O1CCCC1 (tetrahydrofuran). The solvent is O (water). Run at time 3 hour. Yields the product NC1=NC=C(N=C1C(C1=CC=CC=C1)=O)Cl (2-amino-3-benzoyl-5-chloropyrazine). As a reaction SMILES: [NH2:1][C:2]1[C:7]([C:8](N2CCCC2)=[O:9])=[N:6][C:5]([Cl:15])=[CH:4][N:3]=1.[C:16]1([Mg]Br)[CH:21]=[CH:20][CH:19]=[CH:18][CH:17]=1.O1CCCC1>O>[NH2:1][C:2]1[C:7]([C:8](=[O:9])[C:16]2[CH:21]=[CH:20][CH:19]=[CH:18][CH:17]=2)=[N:6][C:5]([Cl:15])=[CH:4][N:3]=1. Procedure details: 2-Amino-5-chloropyrazine-3-carboxylic acid pyrrolidide (9 g. or 0.04 mol) was added to a freshly prepared solution of 36.2 g. (0.2 mol) of phenylmagnesium bromide in 300 ml. of tetrahydrofuran cooled to 20°. After addition, the reaction mixture was stirred for 3 hours at room temperature and was then hydrolyzed by addition of 150 ml. of water. The organic layer was separated, dried over alumina, filtered and evaporated. Crystallization of the oil obtained from ether yielded 2 g. (50%) of the abo... Reactants: CC1(C([C@@H](CC(C1)=O)C)=O)C ((-)-(6R)-2,2,6-trimethyl-1,4-cyclohexandione), CC(CO)(CO)C (2,2-dimethyl-1,3-propandiol), pyridinium p-tosylate, C1=CC=CC=C1 (benzene). The solvent is O (water). Conditions: time 4 hour. Product: CC1(COC2(OC1)CC(C([C@@H](C2)C)=O)(C)C)C ((-)-(10R)-3,3,8,8,10-Pentamethyl-1,5-dioxaspiro [5,5]-undecan-9-one). The yield is 99.2%. Reaction SMILES: [CH3:1][C:2]1([CH3:11])[CH2:7][C:6](=[O:8])[CH2:5][C@@H:4]([CH3:9])[C:3]1=[O:10].[CH3:12][C:13]([CH3:18])([CH2:16]O)[CH2:14][OH:15].C1C=CC=CC=1>O>[CH3:12][C:13]1([CH3:18])[CH2:14][O:15][C:6]2([CH2:5][C@@H:4]([CH3:9])[C:3](=[O:10])[C:2]([CH3:1])([CH3:11])[CH2:7]2)[O:8][CH2:16]1. Procedure details: A mixture of (-)-(6R)-2,2,6-trimethyl-1,4-cyclohexandione (924 mg, 6.0 mmol), 2,2-dimethyl-1,3-propandiol (791 mg, 7.6 mmol), pyridinium p-tosylate (34 mg, 0.13 mmol), and benzene (15 mL) was heated to reflux under a Dean-Stark water separator for 4 h. The reaction mixture was allowed to cool to room temperature before it was washed with H2O, and dried over anhydrous Na2SO4. Evaporation of solvent gave a pale yellow oil (1.43 g) as the crude product, which was distilled using the Kugel-rohr appa...